Dataset: the Open Reaction Database (ORD), a public repository of structured organic reaction records. Task: describe an organic reaction: reactants, conditions, products, and yield The reactants are ClC1=CC=C(C=C1)C1(N=C(N(C1(C)C1=CC=C(C=C1)Cl)C(=O)Cl)C1=C(C=CC(=C1)S(=O)(=O)N1CCCC1)OCC)C (rac-(4S*,5R*)-4,5-bis-(4-chloro-phenyl)-2-[2-ethoxy-5-(pyrrolidine-1-sulfonyl)-phenyl]-4,5-dimethyl-4,5-dihydro-imidazole-1-carbonyl chloride), Cl.Cl.CS(=O)(=O)CCCN1CCNCC1 (1-(3-methanesulfonyl-propyl)-piperazine dihydrochloride). The product is ClC1=CC=C(C=C1)[C@@]1(N=C(N([C@]1(C)C1=CC=C(C=C1)Cl)C(=O)N1CCN(CC1)CCCS(=O)(=O)C)C1=C(C=CC(=C1)S(=O)(=O)N1CCCC1)OCC)C ({(4S,5R)-4,5-Bis-(4-chlorophenyl)-2-[2-ethoxy-5-(pyrrolidine-1-sulfonyl)phenyl]-4,5-dimethyl-4,5-dihydroimidazol-1-yl}-[4-(3-methanesulfonylpropyl)-piperazin-1-yl]methanone). As a reaction SMILES: [Cl:1][C:2]1[CH:7]=[CH:6][C:5]([C:8]2([CH3:41])[C:12]([C:14]3[CH:19]=[CH:18][C:17]([Cl:20])=[CH:16][CH:15]=3)([CH3:13])[N:11]([C:21](Cl)=[O:22])[C:10]([C:24]3[CH:29]=[C:28]([S:30]([N:33]4[CH2:37][CH2:36][CH2:35][CH2:34]4)(=[O:32])=[O:31])[CH:27]=[CH:26][C:25]=3[O:38][CH2:39][CH3:40])=[N:9]2)=[CH:4][CH:3]=1.Cl.Cl.[CH3:44][S:45]([CH2:48][CH2:49][CH2:50][N:51]1[CH2:56][CH2:55][NH:54][CH2:53][CH2:52]1)(=[O:47])=[O:46]>>[Cl:1][C:2]1[CH:3]=[CH:4][C:5]([C@@:8]2([CH3:41])[C@:12]([C:14]3[CH:19]=[CH:18][C:17]([Cl:20])=[CH:16][CH:15]=3)([CH3:13])[N:11]([C:21]([N:54]3[CH2:55][CH2:56][N:51]([CH2:50][CH2:49][CH2:48][S:45]([CH3:44])(=[O:46])=[O:47])[CH2:52][CH2:53]3)=[O:22])[C:10]([C:24]3[CH:29]=[C:28]([S:30]([N:33]4[CH2:34][CH2:35][CH2:36][CH2:37]4)(=[O:31])=[O:32])[CH:27]=[CH:26][C:25]=3[O:38][CH2:39][CH3:40])=[N:9]2)=[CH:6][CH:7]=1 |f:1.2.3|. Procedure details: In a manner analogous to the method described in example 5, rac-(4S*,5R*)-4,5-bis-(4-chloro-phenyl)-2-[2-ethoxy-5-(pyrrolidine-1-sulfonyl)-phenyl]-4,5-dimethyl-4,5-dihydro-imidazole-1-carbonyl chloride was reacted with 1-(3-methanesulfonyl-propyl)-piperazine dihydrochloride (prepared as described in Fotouhi, N. et al. WO 2005110996) to give the title compound as a racemic mixture. The enantiomers were then separated by supercritical fluid chromatography (Berger Instrument Multi-Gram II, Daicel C... The reactants are Cl (hydrochloric acid), BrC=1C=C(C(=O)N2C3=C(OCC2)N=CC(=C3)C3=CC=C(C=C3)C(C)=O)C=C(C1OC)Br (1-{4-[1-(3,5-dibromo-4-methoxy-benzoyl)-2,3-dihydro-1H-pyrido[2,3-b][1,4]oxazin-7-yl]-phenyl}-ethanone), [Br-].[Li+] (lithium bromide), N1CCNCC1 (piperazine). The solvent is O (water), CN(C=O)C (N,N-dimethyl formamide). Conditions: temperature 100 celsius, time 2.5 hour. Product: compound 67, BrC=1C=C(C(=O)N2C3=C(OCC2)N=CC(=C3)C3=CC=C(C=C3)C(C)=O)C=C(C1O)Br (1-{4-[1-(3,5-dibromo-4-hydroxy-benzoyl)-2,3-dihydro-1H-pyrido[2,3-b][1,4]oxazin-7-yl]-phenyl}-ethanone). The yield is 55.5%. As a reaction SMILES: [Br:1][C:2]1[CH:3]=[C:4]([CH:26]=[C:27]([Br:31])[C:28]=1[O:29]C)[C:5]([N:7]1[CH2:12][CH2:11][O:10][C:9]2[N:13]=[CH:14][C:15]([C:17]3[CH:22]=[CH:21][C:20]([C:23](=[O:25])[CH3:24])=[CH:19][CH:18]=3)=[CH:16][C:8]1=2)=[O:6].[Br-].[Li+].N1CCNCC1.Cl>CN(C)C=O.O>[Br:1][C:2]1[CH:3]=[C:4]([CH:26]=[C:27]([Br:31])[C:28]=1[OH:29])[C:5]([N:7]1[CH2:12][CH2:11][O:10][C:9]2[N:13]=[CH:14][C:15]([C:17]3[CH:22]=[CH:21][C:20]([C:23](=[O:25])[CH3:24])=[CH:19][CH:18]=3)=[CH:16][C:8]1=2)=[O:6] |f:1.2|. Procedure details: In a 10 ml flask, 1-{4-[1-(3,5-dibromo-4-methoxy-benzoyl)-2,3-dihydro-1H-pyrido[2,3-b][1,4]oxazin-7-yl]-phenyl}-ethanone (119 mg, 0.22 mmol), lithium bromide (189 mg, 2.2 mmol) and piperazine (28 mg, 0.33 mmol) were dissolved in 3 ml of N,N-dimethyl formamide, and then stirred at 100° C. for 2.5 hours. After completion of the reaction by adding water dropwise, the mixture was adjusted to weak acidic condition (pH=6) with 1N hydrochloric acid. The formed solid was filtered and washed with distill... Starting materials: NCC=1C(=NC(=NC1C)C1=CC=CC=C1)C1=CC(=CC=C1)[N+](=O)[O-] (5-aminomethyl-6-methyl-4-(3-nitrophenyl)-2-phenylpyrimidine), C(Cl)(Cl)Cl (chloroform), [S-]C#N.[NH4+] (ammonium thiocyanate), C(C1=CC=CC=C1)(=O)Cl (benzoyl chloride). The solvent is CC(=O)C (acetone), O (water), CC(=O)C (acetone). Product: C(C1=CC=CC=C1)(=O)NC(NCC=1C(=NC(=NC1C)C1=CC=CC=C1)C1=CC(=CC=C1)[N+](=O)[O-])=S (5-(3-benzoylthioureidomethyl)-6-methyl-4-(3-nitrophenyl)-2-phenylpyrimidine). Yield: 81.0%. Reaction SMILES: [S-:1][C:2]#[N:3].[NH4+].[C:5](Cl)(=[O:12])[C:6]1[CH:11]=[CH:10][CH:9]=[CH:8][CH:7]=1.[NH2:14][CH2:15][C:16]1[C:17]([C:29]2[CH:34]=[CH:33][CH:32]=[C:31]([N+:35]([O-:37])=[O:36])[CH:30]=2)=[N:18][C:19]([C:23]2[CH:28]=[CH:27][CH:26]=[CH:25][CH:24]=2)=[N:20][C:21]=1[CH3:22].C(Cl)(Cl)Cl>CC(C)=O.O>[C:5]([NH:3][C:2](=[S:1])[NH:14][CH2:15][C:16]1[C:17]([C:29]2[CH:34]=[CH:33][CH:32]=[C:31]([N+:35]([O-:37])=[O:36])[CH:30]=2)=[N:18][C:19]([C:23]2[CH:24]=[CH:25][CH:26]=[CH:27][CH:28]=2)=[N:20][C:21]=1[CH3:22])(=[O:12])[C:6]1[CH:11]=[CH:10][CH:9]=[CH:8][CH:7]=1 |f:0.1|. Reported procedure: A mixture of ammonium thiocyanate (0.25 g) and benzoyl chloride (0.41 g) in acetone (20 ml) was refluxed for 2 hours, and 5-aminomethyl-6-methyl-4-(3-nitrophenyl)-2-phenylpyrimidine (0.9 g) in acetone (5 ml) was added thereto. After refluxing for 2 hours, the reaction mixture was poured into a mixture of chloroform (100 ml) and water (50 ml). The organic layer was separated, washed with saturated aqueous sodium chloride and dried over magnesium sulfate. The solvent was distilled off and the resu... The reactants are C1CCOC1, CCOC(=O)C=Cc1ccc(Oc2c(-c3ccccc3)c(C)cc3cc(OC)ccc23)cc1, CCO, Cl, [Na+], [OH-]. RXN SMILES: [CH2:37]1[O:38][CH2:39][CH2:40][CH2:41]1.[CH3:1][c:2]1[c:3](-[c:28]2[cH:29][cH:30][cH:31][cH:32][cH:33]2)[c:4]([O:14][c:15]2[cH:16][cH:17][c:18]([CH:21]=[CH:22][C:23](=[O:24])[O:25][CH2:26][CH3:27])[cH:19][cH:20]2)[c:5]2[cH:6][cH:7][c:8]([O:12][CH3:13])[cH:9][c:10]2[cH:11]1.[CH3:42][CH2:43][OH:44].[ClH:36].[Na+:35].[OH-:34]>>[CH3:1][c:2]1[c:3](-[c:28]2[cH:29][cH:30][cH:31][cH:32][cH:33]2)[c:4]([O:14][c:15]2[cH:16][cH:17][c:18]([CH:21]=[CH:22][C:23](=[O:24])[OH:25])[cH:19][cH:20]2)[c:5]2[cH:6][cH:7][c:8]([O:12][CH3:13])[cH:9][c:10]2[cH:11]1. The product is COc1ccc2c(Oc3ccc(C=CC(=O)O)cc3)c(-c3ccccc3)c(C)cc2c1. Reactants: C(C=C)OCCC=1C(=C(C=C(C1CC)OCOC)OCOC)Br (3-(2-Allyloxyethyl)-1,5-bis(methoxymethoxy)-2-bromo-4-ethylbenzene), O1CCCC1 (tetrahydrofuran), S(=S)(=O)([O-])[O-].[Na+].[Na+] (sodium thiosulfate), solution, C[N+]1(CCOCC1)[O-] (4-methylmorpholine N-oxide). The reagents and catalysts are [Os](=O)(=O)(=O)=O (osmium tetroxide). The solvent is O (water), CC(C)(C)O (2-methyl-2-propanol). Run at time 8 hour. The product is COCOC=1C(=C(C(=C(C1)OCOC)CC)CCOCC(CO)O)Br (3-{2-[3,5-bis(methoxymethoxy)-2-bromo-6-ethylphenyl]ethoxy}propane-1,2-diol). Reaction SMILES: C(OCC[C:7]1[C:8]([Br:23])=[C:9]([O:19][CH2:20][O:21][CH3:22])[CH:10]=[C:11]([O:15][CH2:16][O:17][CH3:18])[C:12]=1[CH2:13][CH3:14])C=C.C[N+]1([O-])[CH2:30][CH2:29][O:28][CH2:27][CH2:26]1.S([O-])([O-])(=[O:34])=S.[Na+].[Na+].[O:39]1[CH2:43]CCC1>O.CC(O)(C)C.[Os](=O)(=O)(=O)=O>[CH3:22][O:21][CH2:20][O:19][C:9]1[C:8]([Br:23])=[C:7]([CH2:26][CH2:27][O:28][CH2:29][CH:30]([OH:34])[CH2:43][OH:39])[C:12]([CH2:13][CH3:14])=[C:11]([O:15][CH2:16][O:17][CH3:18])[CH:10]=1 |f:2.3.4|. Reported procedure: 3-(2-Allyloxyethyl)-1,5-bis(methoxymethoxy)-2-bromo-4-ethylbenzene (5.0 g, 13 mmol) obtained in Example 33, Step 2 was dissolved in a mixed solvent of tetrahydrofuran (50 mL) and water (10 mL). To the solution were added 4-methylmorpholine N-oxide (1.9 g, 16 mmol) and a 2.5% solution of osmium tetroxide in 2-methyl-2-propanol (1.0 mL) at room temperature with stirring, and the mixture was stirred overnight. After addition of a saturated aqueous solution of sodium thiosulfate, the reaction mixtur... Reactants: ClC1=CC=C(C(=N1)C1NC2=CC=CC(=C2C1)F)O (6-chloro-2-(4-fluoroindolin-2-yl)pyridin-3-ol), C(C)OC(C=O)=O (glyoxylic acid ethyl ester), S(=O)(=O)(C)O (MsOH). The solvent is O (water), C1CCOC1 (THF). Run at temperature 50 celsius, time 2 hour. Product: ClC=1C=CC2=C(C3N(C=4C=CC=C(C4C3)F)C(O2)C(=O)OCC)N1 (ethyl 2-chloro-11-fluoro-12,12a-dihydro-6H-pyrido[2′,3′:5,6][1,3]oxazino[3,4-a]indole-6-carboxylate). Isolated yield 90.5%. RXN SMILES: [Cl:1][C:2]1[N:7]=[C:6]([CH:8]2[CH2:16][C:15]3[C:10](=[CH:11][CH:12]=[CH:13][C:14]=3[F:17])[NH:9]2)[C:5]([OH:18])=[CH:4][CH:3]=1.[CH2:19]([O:21][C:22](=[O:25])[CH:23]=O)[CH3:20].S(O)(C)(=O)=O>C1COCC1.O>[Cl:1][C:2]1[CH:3]=[CH:4][C:5]2[O:18][CH:23]([C:22]([O:21][CH2:19][CH3:20])=[O:25])[N:9]3[C:10]4[CH:11]=[CH:12][CH:13]=[C:14]([F:17])[C:15]=4[CH2:16][CH:8]3[C:6]=2[N:7]=1. Procedure details: To a solution of 6-chloro-2-(4-fluoroindolin-2-yl)pyridin-3-ol (8.53 g, 32.31 mmol) and glyoxylic acid ethyl ester (6.59 g, 64.59 mmol) in THF (80 mL), MsOH (0.31 g, 3.23 mmol) was added. The mixture was stirred at 50° C. for 2 hours. The mixture was diluted with water and extracted with EtOAc. The organic layer was washed with brine (30 mL), dried over Na2SO4 and concentrated. The residue was purified by column chromatography (PE: EtOAc=10:1) to afford ethyl 2-chloro-11-fluoro-12,12a-dihydro-6H...